The task is: describe an organic reaction: reactants, conditions, products, and yield. This data is from the Open Reaction Database (ORD), a public repository of structured organic reaction records. The reactants are Cc1cc(C(C)(C)C)c(OP2OP(Oc3c(C(C)(C)C)cc(C)cc3C(C)(C)C)OP(Oc3c(C(C)(C)C)cc(C)cc3C(C)(C)C)O2)c(C(C)(C)C)c1, O. The product is Cc1cc(C(C)(C)C)c(OP2OP(Oc3c(C(C)(C)C)cc(C)cc3C(C)(C)C)O2)c(C(C)(C)C)c1. Reaction SMILES: [C:1]([c:2]1[cH:3][c:4]([CH3:5])[cH:6][c:7]([C:8]([CH3:9])([CH3:46])[CH3:47])[c:48]1[O:49][P:50]1[O:13][P:12]([O:14][c:15]2[c:16]([C:26]([CH3:27])([CH3:28])[CH3:29])[cH:17][c:18]([CH3:25])[cH:19][c:20]2[C:21]([CH3:22])([CH3:23])[CH3:24])[O:11][P:10]([O:30][c:31]2[c:32]([C:42]([CH3:43])([CH3:44])[CH3:45])[cH:33][c:34]([CH3:41])[cH:35][c:36]2[C:37]([CH3:38])([CH3:39])[CH3:40])[O:51]1)([CH3:52])([CH3:53])[CH3:54].[OH2:55]>>[P:10]1([O:30][c:31]2[c:32]([C:42]([CH3:43])([CH3:44])[CH3:45])[cH:33][c:34]([CH3:41])[cH:35][c:36]2[C:37]([CH3:38])([CH3:39])[CH3:40])[O:11][P:12]([O:14][c:15]2[c:16]([C:26]([CH3:27])([CH3:28])[CH3:29])[cH:17][c:18]([CH3:25])[cH:19][c:20]2[C:21]([CH3:22])([CH3:23])[CH3:24])[O:13]1.